Dataset: the Open Reaction Database (ORD), a public repository of structured organic reaction records. Task: describe an organic reaction: reactants, conditions, products, and yield The solvent is C(C)O (ethanol), C(C)O (ethanol). Yields the product C1(CC1)CSC[C@H](N)C(=O)O (S-cyclopropylmethyl-L-cysteine). Procedure details: To a suspension of L-cysteine (100 g) in ethanol (850 mL) under nitrogen was added over 40 min a solution of sodium hydroxide (2.0 eq., 64.6 g) in ethanol (650 mL) (the sodium hydroxide solution was maintained below 40° C. during its preparation, 3 hours for complete dissolution). After the addition, cyclopropylmethyl bromide (1.1 eq., 122.5 g) was added over 20 minutes while maintaining the temperature at 25-30° C. with a cold bath. The resulting white slurry was stirred for another 18 hours an... Yield: 88.6%. RXN SMILES: [NH2:1][C@H:2]([C:5]([OH:7])=[O:6])[CH2:3][SH:4].[OH-].[Na+].[CH:10]1([CH2:13]Br)[CH2:12][CH2:11]1.Cl>C(O)C>[CH:10]1([CH2:13][S:4][CH2:3][C@@H:2]([C:5]([OH:7])=[O:6])[NH2:1])[CH2:12][CH2:11]1 |f:1.2|. Run at temperature 27.5 celsius, time 18 hour. Reactants: C1(CC1)CBr (cyclopropylmethyl bromide), N[C@@H](CS)C(=O)O (L-cysteine), Cl (HCl), [OH-].[Na+] (sodium hydroxide), [OH-].[Na+] (sodium hydroxide). The reactants are CC(C)(C)OC(=O)NC1C=CC(C(=O)O)C1, C1CCOC1, O. Product: CC(C)(C)OC(=O)NC1C=CC(CO)C1. As a reaction SMILES: [C:1]([CH3:2])([CH3:3])([CH3:4])[O:5][C:6](=[O:7])[NH:8][CH:9]1[CH:10]=[CH:11][CH:12]([C:14](=[O:15])[OH:16])[CH2:13]1.[CH2:18]1[O:19][CH2:20][CH2:21][CH2:22]1.[OH2:17]>>[C:1]([CH3:2])([CH3:3])([CH3:4])[O:5][C:6](=[O:7])[NH:8][CH:9]1[CH:10]=[CH:11][CH:12]([CH2:14][OH:15])[CH2:13]1. Reactants: CC(C)(C)OC(=O)OC(=O)OC(C)(C)C, CO, [H][H], [N-]=[N+]=NCC(COC(C(F)(F)F)(C(F)(F)F)C(F)(F)F)(COC(C(F)(F)F)(C(F)(F)F)C(F)(F)F)C(=O)O. Product: CC(C)(C)OC(=O)NCC(COC(C(F)(F)F)(C(F)(F)F)C(F)(F)F)(COC(C(F)(F)F)(C(F)(F)F)C(F)(F)F)C(=O)O. RXN SMILES: [CH3:39][C:40]([CH3:41])([CH3:42])[O:43][C:44]([O:46][C:45]([O:47][C:48]([CH3:49])([CH3:50])[CH3:51])=[O:52])=[O:53].[CH3:56][OH:57].[H:54][H:55].[N:1](=[N+:2]=[N-:3])[CH2:4][C:5]([C:6](=[O:7])[OH:8])([CH2:9][O:10][C:11]([C:12]([F:13])([F:14])[F:15])([C:16]([F:17])([F:18])[F:19])[C:20]([F:21])([F:22])[F:23])[CH2:24][O:25][C:26]([C:27]([F:28])([F:29])[F:30])([C:31]([F:32])([F:33])[F:34])[C:35]([F:36])([F:37])[F:38]>>[NH:1]([CH2:4][C:5]([C:6](=[O:7])[OH:8])([CH2:9][O:10][C:11]([C:12]([F:13])([F:14])[F:15])([C:16]([F:17])([F:18])[F:19])[C:20]([F:21])([F:22])[F:23])[CH2:24][O:25][C:26]([C:27]([F:28])([F:29])[F:30])([C:31]([F:32])([F:33])[F:34])[C:35]([F:36])([F:37])[F:38])[C:44]([O:43][C:40]([CH3:39])([CH3:41])[CH3:42])=[O:46]. The reactants are CCc1cc(C(=O)O)cc(C)n1, ClCCCl, Cc1sc(C(=O)NN)c2c1C1C(C2)C1(C)C, ClCCl, On1nnc2ccccc21. The product is CCc1cc(C(=O)NNC(=O)c2sc(C)c3c2CC2C3C2(C)C)cc(C)n1. As a reaction SMILES: [CH2:1]([CH3:2])[c:3]1[cH:4][c:5]([C:6](=[O:7])[OH:8])[cH:9][c:10]([CH3:12])[n:11]1.[CH2:39]([Cl:40])[CH2:41][Cl:42].[CH3:13][C:14]1([CH3:28])[CH:15]2[CH:16]1[CH2:17][c:18]1[c:19]([C:24](=[O:25])[NH:26][NH2:27])[s:20][c:21]([CH3:23])[c:22]12.[Cl:43][CH2:44][Cl:45].[OH:29][n:30]1[c:31]2[c:32]([cH:33][cH:34][cH:35][cH:36]2)[n:37][n:38]1>>[CH2:1]([CH3:2])[c:3]1[cH:4][c:5]([C:6](=[O:8])[NH:27][NH:26][C:24]([c:19]2[c:18]3[c:22]([c:21]([CH3:23])[s:20]2)[CH:15]2[C:14]([CH3:13])([CH3:28])[CH:16]2[CH2:17]3)=[O:25])[cH:9][c:10]([CH3:12])[n:11]1. Starting materials: C1(CC1)C=1OC=C(N1)C(=O)OC (methyl 2-cyclopropyloxazole-4-carboxylate), C1CC(=O)N(C1=O)Br (NBS), C(Cl)(Cl)(Cl)Cl (CCl4). Solvent: CCOC(=O)C (EtOAc). Run at time 8 hour. The product is BrC1=C(N=C(O1)C1CC1)C(=O)OC (methyl 5-bromo-2-cyclopropyloxazole-4-carboxylate). Yield: 58.2%. RXN SMILES: [CH:1]1([C:4]2[O:5][CH:6]=[C:7]([C:9]([O:11][CH3:12])=[O:10])[N:8]=2)[CH2:3][CH2:2]1.C1C(=O)N([Br:20])C(=O)C1.C(Cl)(Cl)(Cl)Cl>CCOC(C)=O>[Br:20][C:6]1[O:5][C:4]([CH:1]2[CH2:2][CH2:3]2)=[N:8][C:7]=1[C:9]([O:11][CH3:12])=[O:10]. Procedure: Into a 5000-mL 3-necked round-bottom flask were placed methyl 2-cyclopropyloxazole-4-carboxylate (140 g, 838.32 mmol, 1.00 equiv.), NBS (224 g, 1.26 mol, 1.50 equiv.), CCl4 (1400 mL) and BPO (20 g, 82.64 mmol, 0.10 equiv). The resulting solution was stirred overnight at room temperature, then it was diluted with 2000 mL of EtOAc. The solid was filtrated out. The filtrate was dried over anhydrous calcium chloride and concentrated under vacuum. The residue was applied onto a silica gel column and ...